This data is from the Open Reaction Database (ORD), a public repository of structured organic reaction records. The task is: describe an organic reaction: reactants, conditions, products, and yield The reactants are OB(O)c1ccc(Br)cc1, CCC1(c2cccs2)OC(=O)N(C)c2ccc(N)cc21. The product is CCC1(c2cccs2)OC(=O)N(C)c2ccc(Nc3ccc(Br)cc3)cc21. Reaction SMILES: [Br:21][c:22]1[cH:23][cH:24][c:25]([B:28]([OH:29])[OH:30])[cH:26][cH:27]1.[NH2:1][c:2]1[cH:3][cH:4][c:5]2[c:6]([cH:20]1)[C:7]([c:13]1[s:14][cH:15][cH:16][cH:17]1)([CH2:18][CH3:19])[O:8][C:9](=[O:12])[N:10]2[CH3:11]>>[NH:1]([c:2]1[cH:3][cH:4][c:5]2[c:6]([cH:20]1)[C:7]([c:13]1[s:14][cH:15][cH:16][cH:17]1)([CH2:18][CH3:19])[O:8][C:9](=[O:12])[N:10]2[CH3:11])[c:25]1[cH:24][cH:23][c:22]([Br:21])[cH:27][cH:26]1. The reactants are N#CCc1cc(C#N)ccc1I, CC(C)Cl, CC(C)[Mg+], [Cl-], [Cl-], [Cl-], [Li+], [Li+], [Mg], C1CCOC1, O=C1CCCn2cncc21. Product: N#CCc1cc(C#N)ccc1C1(O)CCCn2cncc21. As a reaction SMILES: [C:15](#[N:16])[CH2:17][c:18]1[cH:19][c:20]([C:21]#[N:22])[cH:23][cH:24][c:25]1[I:26].[CH:11]([Cl:12])([CH3:13])[CH3:14].[CH:4]([Mg+:5])([CH3:6])[CH3:7].[Cl-:10].[Cl-:1].[Cl-:3].[Li+:2].[Li+:9].[Mg:8].[O:37]1[CH2:38][CH2:39][CH2:40][CH2:41]1.[cH:27]1[n:28][cH:29][n:30]2[c:31]1[C:32](=[O:36])[CH2:33][CH2:34][CH2:35]2>>[C:15](#[N:16])[CH2:17][c:18]1[cH:19][c:20]([C:21]#[N:22])[cH:23][cH:24][c:25]1[C:32]1([OH:36])[c:31]2[cH:27][n:28][cH:29][n:30]2[CH2:35][CH2:34][CH2:33]1. The reactants are CS(C)=O, Cl, CI, Nc1ncccn1, [Na+], [OH-], O, S=C=S. The product is CSC(=S)Nc1ncccn1. RXN SMILES: [CH3:16][S:17](=[O:18])[CH3:19].[ClH:12].[I:10][CH3:11].[NH2:1][c:2]1[n:3][cH:4][cH:5][cH:6][n:7]1.[Na+:9].[OH-:8].[OH2:20].[S:13]=[C:14]=[S:15]>>[NH:1]([c:2]1[n:3][cH:4][cH:5][cH:6][n:7]1)[C:14]([S:13][CH3:11])=[S:15]. Starting materials: COC(=O)c1cc(Cl)cc2c1NC(c1cccc(-c3ccc(C(C)(C)C)cc3)c1)C(C)(C)C2, CO, Cl, [Na+], C1CCOC1, [OH-], O. The product is CC(C)(C)c1ccc(-c2cccc(C3Nc4c(cc(Cl)cc4C(=O)O)CC3(C)C)c2)cc1. As a reaction SMILES: [CH3:1][O:2][C:3](=[O:4])[c:5]1[cH:6][c:7]([Cl:33])[cH:8][c:9]2[c:14]1[NH:13][CH:12]([c:15]1[cH:16][c:17](-[c:21]3[cH:22][cH:23][c:24]([C:27]([CH3:28])([CH3:29])[CH3:30])[cH:25][cH:26]3)[cH:18][cH:19][cH:20]1)[C:11]([CH3:31])([CH3:32])[CH2:10]2.[CH3:37][OH:38].[ClH:36].[Na+:35].[O:39]1[CH2:40][CH2:41][CH2:42][CH2:43]1.[OH-:34].[OH2:44]>>[O:2]=[C:3]([OH:4])[c:5]1[cH:6][c:7]([Cl:33])[cH:8][c:9]2[c:14]1[NH:13][CH:12]([c:15]1[cH:16][c:17](-[c:21]3[cH:22][cH:23][c:24]([C:27]([CH3:28])([CH3:29])[CH3:30])[cH:25][cH:26]3)[cH:18][cH:19][cH:20]1)[C:11]([CH3:31])([CH3:32])[CH2:10]2. Reactants: BrC1=C(C=CC=C1)CCC(=O)N(NC(C1=CC=CC=C1)=O)C(C)C (benzoic acid N′-[3-(2-bromo-phenyl)-propionyl]-N′-isopropyl-hydrazide), C(=O)([O-])[O-].[Na+].[Na+] (Na2CO3), CC1=C(C=CC=C1C)B(O)O (2,3-dimethyl-phenylboronic acid), Pd[PPh3]4. Run in COCCOC (DME). Product: CC1=C(C=CC=C1C)C1=C(C=CC=C1)CCC(=O)N(NC(C1=CC=CC=C1)=O)C(C)C (Benzoic acid N′-[3-(2′,3′-dimethyl-biphenyl-2-yl)-propionyl]-N′-isopropyl-hydrazide). Isolated yield 26.0%. As a reaction SMILES: Br[C:2]1[CH:7]=[CH:6][CH:5]=[CH:4][C:3]=1[CH2:8][CH2:9][C:10]([N:12]([CH:22]([CH3:24])[CH3:23])[NH:13][C:14](=[O:21])[C:15]1[CH:20]=[CH:19][CH:18]=[CH:17][CH:16]=1)=[O:11].C([O-])([O-])=O.[Na+].[Na+].[CH3:31][C:32]1[C:37]([CH3:38])=[CH:36][CH:35]=[CH:34][C:33]=1B(O)O>COCCOC>[CH3:31][C:32]1[C:37]([CH3:38])=[CH:36][CH:35]=[CH:34][C:33]=1[C:2]1[CH:7]=[CH:6][CH:5]=[CH:4][C:3]=1[CH2:8][CH2:9][C:10]([N:12]([CH:22]([CH3:24])[CH3:23])[NH:13][C:14](=[O:21])[C:15]1[CH:20]=[CH:19][CH:18]=[CH:17][CH:16]=1)=[O:11] |f:1.2.3|. Procedure: A solution of benzoic acid N′-[3-(2-bromo-phenyl)-propionyl]-N′-isopropyl-hydrazide (50 mg, 0.13 mmol) in DME (4 ml)/2M Na2CO3 (225 μL, 0.45 mmol) was treated with 2,3-dimethyl-phenylboronic acid (38 mg, 0.26 mmol) and Pd[PPh3]4 (15 mg, 0.013 mmol) for 18 hours at 90° C. The reaction mixture was partitioned between water and dichloromethane. The organic layer was washed with brine, dried over sodium sulfate, filtered, and concentrated. The crude was absorbed on silica and purified on a silica ge... Starting materials: COc1ccc2c(=O)[nH]ncc2c1OC1CCOC1, O=P(Cl)(Cl)Cl. Product: COc1ccc2c(Cl)nncc2c1OC1CCOC1. Reaction SMILES: [CH3:1][O:2][c:3]1[c:4]([O:14][CH:15]2[CH2:16][O:17][CH2:18][CH2:19]2)[c:5]2[cH:6][n:7][nH:8][c:9](=[O:13])[c:10]2[cH:11][cH:12]1.[P:20]([Cl:21])([Cl:22])([Cl:23])=[O:24]>>[CH3:1][O:2][c:3]1[c:4]([O:14][CH:15]2[CH2:16][O:17][CH2:18][CH2:19]2)[c:5]2[cH:6][n:7][n:8][c:9]([Cl:22])[c:10]2[cH:11][cH:12]1.